describe an organic reaction: reactants, conditions, products, and yield From a dataset of the Open Reaction Database (ORD), a public repository of structured organic reaction records. Reactants: C(#N)[BH3-].[Na+] (sodium cyanoborohydride), C(C)(=O)[O-].[NH4+] (ammonium acetate), COC([C@H](N(CC1=CC=CC=C1)S(=O)(=O)C1=CC=C(C=C1)OC)C1CCC(CC1)=O)=O ((R)-N-(4-methoxybenzenesulfonyl)-N-benzyl-4-oxocyclohexylglycine methyl ester). Solvent: C(C)(C)O (isopropanol), C(Cl)Cl (methylene chloride). Conditions: time 8 hour. Yields the product COC([C@H](N(CC1=CC=CC=C1)S(=O)(=O)C1=CC=C(C=C1)OC)C1CCC(CC1)N)=O ((R)-N-(4-methoxybenzenesulfonyl)-N-benzyl-4-aminocyclohexylglycine methyl ester). Reaction SMILES: [CH3:1][O:2][C:3](=[O:31])[C@@H:4]([CH:24]1[CH2:29][CH2:28][C:27](=O)[CH2:26][CH2:25]1)[N:5]([S:13]([C:16]1[CH:21]=[CH:20][C:19]([O:22][CH3:23])=[CH:18][CH:17]=1)(=[O:15])=[O:14])[CH2:6][C:7]1[CH:12]=[CH:11][CH:10]=[CH:9][CH:8]=1.C([BH3-])#[N:33].[Na+].C([O-])(=O)C.[NH4+]>C(Cl)Cl.C(O)(C)C>[CH3:1][O:2][C:3](=[O:31])[C@@H:4]([CH:24]1[CH2:29][CH2:28][CH:27]([NH2:33])[CH2:26][CH2:25]1)[N:5]([S:13]([C:16]1[CH:21]=[CH:20][C:19]([O:22][CH3:23])=[CH:18][CH:17]=1)(=[O:15])=[O:14])[CH2:6][C:7]1[CH:12]=[CH:11][CH:10]=[CH:9][CH:8]=1 |f:1.2,3.4|. Reported procedure: A solution of oxalyl chloride (1.25 g) in methylene chloride (30 ml) is cooled to -78° C. and dimethylsulfoxide (1.16 ml) is slowly added. The reaction mixture is stirred at -78° C. for about 30 minutes and a solution of (R)-N-(4-methoxybenzenesulfonyl)-4-hydroxycyclohexyglycine methyl ester (2.34 g) in methylene chloride (30 ml) is added dropwise. Stirring is continued for 30 minutes at -78° C. and then at 0° C. for 30 minutes. The reaction mixture is again cooled to -78° C., triethylamine (7.3...